This data is from the Open Reaction Database (ORD), a public repository of structured organic reaction records. The task is: describe an organic reaction: reactants, conditions, products, and yield The reactants are O=CC(=O)O, Cc1ccccc1O, Cl, [NH4+], [OH-], O. Yields the product Cc1cc(C(N)C(=O)O)ccc1O. Reaction SMILES: [C:1]([CH:2]=[O:3])(=[O:4])[OH:5].[CH3:6][c:7]1[cH:8][cH:9][cH:10][cH:11][c:12]1[OH:13].[ClH:16].[NH4+:14].[OH-:15].[OH2:17]>>[C:1]([CH:2]([c:9]1[cH:8][c:7]([CH3:6])[c:12]([OH:13])[cH:11][cH:10]1)[NH2:14])(=[O:4])[OH:5]. The reactants are CC(C)(C)OC(=O)N1CCC(CCCCc2ccccc2)CC1, CO. The product is c1ccc(CCCCC2CCNCC2)cc1. RXN SMILES: [C:1]([O:2][C:3](=[O:4])[N:8]1[CH2:9][CH2:10][CH:11]([CH2:14][CH2:15][CH2:16][CH2:17][c:18]2[cH:19][cH:20][cH:21][cH:22][cH:23]2)[CH2:12][CH2:13]1)([CH3:5])([CH3:6])[CH3:7].[CH3:24][OH:25]>>[NH:8]1[CH2:9][CH2:10][CH:11]([CH2:14][CH2:15][CH2:16][CH2:17][c:18]2[cH:19][cH:20][cH:21][cH:22][cH:23]2)[CH2:12][CH2:13]1. Reactants: Cl.CN(CCCN=C=NCC)C (1-(3-dimethylaminopropyl)-3-ethylcarbodiimide hydrochloride), NC1C(NC2=C(NC1=O)C=CC=C2)=O (3-amino-1,5-dihydro-benzo[b][1,4]diazepine-2,4-dione), Cl.CN(CCCN=C=NCC)C (1-(3-dimethylaminopropyl)-3-ethylcarbodiimide hydrochloride), FC(C(=O)O)(F)F (trifluoroacetic acid), FC(C(=O)O)(F)F (trifluoroacetic acid). Reagents/catalysts: CN(C1=CC=NC=C1)C (4-(dimethylamino)pyridine). The solvent is C(C)(C)O.C(Cl)(Cl)Cl (isopropanol chloroform), CN(C=O)C (N,N-dimethylformamide). Run at time 10 minute. Product: O=C1C(C(NC2=C(N1)C=CC=C2)=O)NC(C(F)(F)F)=O (N-(2,4-Dioxo-2,3,4,5-tetrahydro-1H-benzo[b][1,4]diazepin-3-yl)-2,2,2-trifluoro-acetamide). RXN SMILES: Cl.CN(C)CCCN=C=NCC.[NH2:13][CH:14]1[C:20](=[O:21])[NH:19][C:18]2[CH:22]=[CH:23][CH:24]=[CH:25][C:17]=2[NH:16][C:15]1=[O:26].[F:27][C:28]([F:33])([F:32])[C:29](O)=[O:30]>CN(C)C1C=CN=CC=1.CN(C)C=O.C(O)(C)C.C(Cl)(Cl)Cl>[O:21]=[C:20]1[NH:19][C:18]2[CH:22]=[CH:23][CH:24]=[CH:25][C:17]=2[NH:16][C:15](=[O:26])[CH:14]1[NH:13][C:29](=[O:30])[C:28]([F:33])([F:32])[F:27] |f:0.1,6.7|. Procedure details: Add 1-(3-dimethylaminopropyl)-3-ethylcarbodiimide hydrochloride (7.67 g, 40.0 mmol), and 4-(dimethylamino)pyridine (0.244 g, 2.00 mmol) to a solution of 3-amino-1,5-dihydro-benzo[b][1,4]diazepine-2,4-dione (7.65 g, 40.0 mmol) in anhydrous N,N-dimethylformamide (50 mL). Rinse solids into reaction with anhydrous N,N-dimethylformamide (50 mL), and cool reaction to 0° C. in an ice/water bath. Add via syringe trifluoroacetic acid (3.08 mL, 40.0 mmol). After 10 minutes, remove cooling, and after 5.5 h... Reactants: Brc1ncccn1, COC(=O)c1c[nH]cc1C, CCCCCCCCCCCC, [Cu]I, [K+], [K+], [K+], NC1CCCCC1N, C1COCCO1, O, O=P([O-])([O-])[O-]. The product is COC(=O)c1cn(-c2ncccn2)cc1C. Reaction SMILES: [Br:27][c:28]1[n:29][cH:30][cH:31][cH:32][n:33]1.[CH3:1][O:2][C:3](=[O:4])[c:5]1[cH:6][nH:7][cH:8][c:9]1[CH3:10].[CH3:34][CH2:35][CH2:36][CH2:37][CH2:38][CH2:39][CH2:40][CH2:41][CH2:42][CH2:43][CH2:44][CH3:45].[Cu:53][I:54].[K+:16].[K+:17].[K+:18].[NH2:19][CH:20]1[CH2:21][CH2:22][CH2:23][CH2:24][CH:25]1[NH2:26].[O:46]1[CH2:47][CH2:48][O:49][CH2:50][CH2:51]1.[OH2:52].[P:11]([O-:12])([O-:13])([O-:14])=[O:15]>>[CH3:1][O:2][C:3](=[O:4])[c:5]1[cH:6][n:7](-[c:28]2[n:29][cH:30][cH:31][cH:32][n:33]2)[cH:8][c:9]1[CH3:10].